Dataset: the Open Reaction Database (ORD), a public repository of structured organic reaction records. Task: describe an organic reaction: reactants, conditions, products, and yield Reactants: C([O-])(O)=O.[Na+] (sodium bicarbonate), FC1=NC(=CC=C1)F (2,6-difluoropyridine), C1(=CC=CC=C1)[Li] (phenyllithium), C([O-])(O)=O.[Na+] (sodium bicarbonate), C(C)(C)NC(C)C (Diisopropylamine), [H-].[Na+] (sodium hydride), C(=O)=O.CC(=O)C (dry ice acetone). Run in C1CCOC1 (THF), O1CCCC1 (tetrahydrofuran), CN(C)C=O (DMF). Reaction conditions: temperature -78 celsius, time 1 hour. Yields the product FC1=CC=C2C(=N1)OC1(C2)CN2CCC1CC2 (6′-Fluorospiro[1-azabicyclo[2.2.2]octane-3,2′(3′H)-furo[2,3-b]pyridine]). The yield is 8.0%. As a reaction SMILES: [C:1]1([Li])[CH:6]=[CH:5][CH:4]=[CH:3][CH:2]=1.[CH:8]([NH:11][CH:12]([CH3:14])C)(C)C.[C:15](=[O:17])=O.CC(C)=O.[F:22][C:23]1[CH:28]=[CH:27]C=C(F)[N:24]=1.C(=O)(O)[O-].[Na+].[H-].[Na+]>O1CCCC1.CN(C=O)C>[F:22][C:23]1[N:24]=[C:15]2[O:17][C:5]3([CH:4]4[CH2:3][CH2:2][N:11]([CH2:12][CH2:14]4)[CH2:8]3)[CH2:6][C:1]2=[CH:27][CH:28]=1 |f:2.3,5.6,7.8|. Procedure details: A solution of phenyllithium (1.8 M in cyclohexane, 13.5 mL) was added to THF (15 mL) under argon. Diisopropylamine (0.5 mL) was added, and the solution was cooled to −78° C. (dry ice/acetone bath temperature). To the resulting solution, 2,6-difluoropyridine (1.23 mL, 1.56 g, 13.6 mmol) was added dropwise, then after 1 h, a solution of spiro[1-azabicyclo[2.2.2]octane-3,2′-oxirane] N-borane complex (765 mg, 5.0 mmol) in tetrahydrofuran was added dropwise. The solution was stirred at −78° C. for 1 ... Starting materials: COC1=CC=C(C=N1)C1(CNCC1)CCO (2-[3-(6-methoxypyridin-3-yl)pyrrolidin-3-yl]ethanol), Br (hydrobromic acid). Conditions: temperature 160 celsius, time 5 hour. Yields the product Br.BrCCC1(CNCC1)C=1C=CC(=NC1)O (5-[3-(2-Bromoethyl)pyrrolidin-3-yl]pyridin-2-ol hydrobromide). As a reaction SMILES: C[O:2][C:3]1[N:8]=[CH:7][C:6]([C:9]2([CH2:14][CH2:15]O)[CH2:13][CH2:12][NH:11][CH2:10]2)=[CH:5][CH:4]=1.[BrH:17]>>[BrH:17].[Br:17][CH2:15][CH2:14][C:9]1([C:6]2[CH:5]=[CH:4][C:3]([OH:2])=[N:8][CH:7]=2)[CH2:13][CH2:12][NH:11][CH2:10]1 |f:2.3|. Reported procedure: 0.32 g (1.44 mmol) of 2-[3-(6-methoxypyridin-3-yl)pyrrolidin-3-yl]ethanol obtained in stage 4.3, in solution in 7.2 ml of aqueous hydrobromic acid (48% by weight solution), is introduced into a sealed tube. The reaction medium is stirred at 160° C. for 5 hours. This solution is then brought back to ambient temperature and concentrated under reduced pressure. The resulting residue is dissolved in methanol, evaporated twice under reduced pressure and triturated from diethyl ether, to result, after... Reactants: Cl.NO (hydroxylamine hydrochloride), NC1=C(C=NC=C1)C(=O)C1=CC=CC=C1 ((4-amino-3-pyridinyl)phenylmethanone), C(=O)C=1C=NC=CC1NC(C(C)(C)C)=O (N-(3-formyl-4-pyridinyl)-2,2-dimethylpropanamide), C1(=CC=CC=C1)[Mg]Cl (phenyl magnesium chloride). The solvent is N1=CC=CC=C1 (pyridine). Reaction conditions: time 2 hour. Product: Cl.NC1=C(C=NC=C1)C(=NO)C1=CC=CC=C1 ((4-Amino-3-pyridinyl)phenylmethanone oxime hydrochloride). RXN SMILES: [NH2:1][C:2]1[CH:7]=[CH:6][N:5]=[CH:4][C:3]=1[C:8]([C:10]1[CH:15]=[CH:14][CH:13]=[CH:12][CH:11]=1)=O.C(C1C=NC=CC=1NC(=O)C(C)(C)C)=O.C1([Mg][Cl:38])C=CC=CC=1.Cl.[NH2:40][OH:41]>N1C=CC=CC=1>[ClH:38].[NH2:1][C:2]1[CH:7]=[CH:6][N:5]=[CH:4][C:3]=1[C:8]([C:10]1[CH:15]=[CH:14][CH:13]=[CH:12][CH:11]=1)=[N:40][OH:41] |f:3.4,6.7|. Reported procedure: A solution of (4-amino-3-pyridinyl)phenylmethanone (17 g prepared from N-(3-formyl-4-pyridinyl)-2,2-dimethylpropanamide by utilizing the reaction scheme described in Example 9, 10 and 11 except that phenyl magnesium chloride was used instead of cyclohexyl magnesium chloride) and hydroxylamine hydrochloride (24 g) in 150 ml pyridine was stirred at 90°-95° for two hours and thereafter cooled and concentrated. The residue was stirred with water, basified with sodium carbonate and extracted with dic... Reactants: CC(CC(=O)O)(CC1=CC(=CC=C1)OC)C (3,3-dimethyl-4-(3-methoxyphenyl)butanoic acid), BrBr (bromine). Run in C(Cl)Cl (DCM), C(Cl)Cl (DCM). Reaction conditions: temperature 0 celsius, time 1 hour. The product is BrC1=C(C=C(C=C1)OC)CC(CC(=O)O)(C)C (4-(2-Bromo-5-methoxyphenyl)-3,3-dimethylbutanoic acid). Isolated yield 93.5%. Reaction SMILES: [CH3:1][C:2]([CH3:16])([CH2:7][C:8]1[CH:13]=[CH:12][CH:11]=[C:10]([O:14][CH3:15])[CH:9]=1)[CH2:3][C:4]([OH:6])=[O:5].[Br:17]Br>C(Cl)Cl>[Br:17][C:13]1[CH:12]=[CH:11][C:10]([O:14][CH3:15])=[CH:9][C:8]=1[CH2:7][C:2]([CH3:16])([CH3:1])[CH2:3][C:4]([OH:6])=[O:5]. Procedure: To a solution of 3,3-dimethyl-4-(3-methoxyphenyl)butanoic acid (6.7 g, 0.03 mol) in DCM (100 mL) at 0° C. was added a solution of bromine (1.55 mL, 0.03 mol) in DCM (13 mL) dropwise. After addition the solution was stirred at 0° C. for 1 h then the solution was washed with water (3×100 mL), dried (Na2SO4) and evaporated. The product (8.45 g, 94%) was isolated as a brown oil and used without further purification. 1H NMR (360 MHz, CDCl3) δ 1.12 (6H, s), 2.36 (2H, s), 2.98 (2H, s), 3.80 (3H, s), 6.... The reactants are ON=C(C1=NC=CN=C1)Cl (N-Hydroxypyrazine-2-carbimidoyl chloride), C(#C)C1=CC(=C(C=C1)F)F (4-ethynyl-1,2-difluorobenzene), N (NH3). RXN SMILES: [OH:1][N:2]=[C:3](Cl)[C:4]1[CH:9]=[N:8][CH:7]=[CH:6][N:5]=1.[C:11]([C:13]1[CH:18]=[CH:17][C:16]([F:19])=[C:15]([F:20])[CH:14]=1)#[CH:12].N>>[F:20][C:15]1[CH:14]=[C:13]([C:11]2[O:1][N:2]=[C:3]([C:4]3[CH:9]=[N:8][CH:7]=[CH:6][N:5]=3)[CH:12]=2)[CH:18]=[CH:17][C:16]=1[F:19]. The product is FC=1C=C(C=CC1F)C1=CC(=NO1)C1=NC=CN=C1 (5-(3,4-Difluorophenyl)-3-(pyrazin-2-yl)isoxazole). Procedure: The titled compound was prepared according to Method CB using the product of Example 83D (79 mg, 0.5 mmol) and 4-ethynyl-1,2-difluorobenzene (Apollo, 69 mg, 0.5 mmol). 1H NMR (300 MHz, MeOH-d4) δ 7.38-7.54 (m, 2H), 7.74-7.84 (m, 1H), 7.90 (ddd, J=11.1, 7.5, 2.0 Hz, 1H), 8.70 (d, J=2.4 Hz, 1H), 8.76 (dd, J=2.4, 1.6 Hz, 1H), 9.29 (d, J=1.6 Hz, 1H) ppm; MS (DCI/NH3) m/z 260 (M+H)+. Reactants: BrB(Br)Br, COC(=O)C(CC(C)C)N1CC(Oc2cccc(OC)c2F)=CC1=O, ClCCl, Cl, O. Product: COC(=O)C(CC(C)C)N1CC(Oc2cccc(O)c2F)=CC1=O. As a reaction SMILES: [B:26]([Br:27])([Br:28])[Br:29].[CH3:1][O:2][C:3]([CH:4]([CH2:5][CH:6]([CH3:7])[CH3:8])[N:9]1[C:10](=[O:24])[CH:11]=[C:12]([O:14][c:15]2[c:16]([F:23])[c:17]([O:21][CH3:22])[cH:18][cH:19][cH:20]2)[CH2:13]1)=[O:25].[Cl:32][CH2:33][Cl:34].[ClH:31].[OH2:30]>>[CH3:1][O:2][C:3]([CH:4]([CH2:5][CH:6]([CH3:7])[CH3:8])[N:9]1[C:10](=[O:24])[CH:11]=[C:12]([O:14][c:15]2[c:16]([F:23])[c:17]([OH:21])[cH:18][cH:19][cH:20]2)[CH2:13]1)=[O:25].